Dataset: the Open Reaction Database (ORD), a public repository of structured organic reaction records. Task: describe an organic reaction: reactants, conditions, products, and yield Reactants: CS(C)=O, CC(C)N1CCNCC1, Cc1c(F)ccc([N+](=O)[O-])c1Cl, [K+], [K+], O=C([O-])[O-]. Yields the product Cc1c(N2CCN(C(C)C)CC2)ccc([N+](=O)[O-])c1Cl. As a reaction SMILES: [CH3:28][S:29]([CH3:30])=[O:31].[CH:13]([CH3:14])([CH3:15])[N:16]1[CH2:17][CH2:18][NH:19][CH2:20][CH2:21]1.[Cl:1][c:2]1[c:3]([N+:10](=[O:11])[O-:12])[cH:4][cH:5][c:6]([F:9])[c:7]1[CH3:8].[K+:22].[K+:23].[O-:24][C:25]([O-:26])=[O:27]>>[Cl:1][c:2]1[c:3]([N+:10](=[O:11])[O-:12])[cH:4][cH:5][c:6]([N:19]2[CH2:18][CH2:17][N:16]([CH:13]([CH3:14])[CH3:15])[CH2:21][CH2:20]2)[c:7]1[CH3:8]. Reactants: S(C)(=O)(=O)[O-] (mesylate), C(C)N(CCCO)CC (3-diethylamino-1-propanol), CS(=O)(=O)Cl (methanesulfonyl chloride), OC1=CC=C(C=O)C=C1 (4-hydroxybenzaldehyde), C(=O)([O-])[O-].[Cs+].[Cs+] (Cs2CO3). Run in CS(=O)C (DMSO). Run at temperature 90 celsius. Yields the product C(C)N(CCCOC1=CC=C(C=O)C=C1)CC (4-(3-diethylaminopropoxy)benzaldehyde). RXN SMILES: [OH:1][C:2]1[CH:9]=[CH:8][C:5]([CH:6]=[O:7])=[CH:4][CH:3]=1.C([O-])([O-])=O.[Cs+].[Cs+].S([O-])(=O)(=O)C.[CH2:21]([N:23]([CH2:28][CH3:29])[CH2:24][CH2:25][CH2:26]O)[CH3:22].CS(Cl)(=O)=O>CS(C)=O>[CH2:21]([N:23]([CH2:28][CH3:29])[CH2:24][CH2:25][CH2:26][O:1][C:2]1[CH:9]=[CH:8][C:5]([CH:6]=[O:7])=[CH:4][CH:3]=1)[CH3:22] |f:1.2.3|. Procedure: To a stirred solution of 4-hydroxybenzaldehyde (20 mmol) in DMSO (80 mL) at rt, solid Cs2CO3 (50 mmol) was added. The mesylate prepared from 3-diethylamino-1-propanol and methanesulfonyl chloride, General Procedure P2 (30 mmol) was added to the reaction mixture and heated to 90° C. until the reaction was complete. After cooling to rt, the reaction was quenched by cold H2O (100 mL), and the resulting mixture was extracted with EtOAc (3×100 mL). The combined EtOAc extracts were washed with brine (... Reactants: NC=1C(=NC=CC1C#N)C(=O)OCC (ethyl 3-amino-4-cyanopyridine-2-carboxylate), N (ammonia), N (ammonia). Conditions: temperature 100 celsius. Yields the product NC=1C(=NC=CC1C#N)C(=O)N (3-Amino-4-cyanopyridine-2-carboxamide). Isolated yield 94.0%. RXN SMILES: [NH2:1][C:2]1[C:3]([C:10]([O:12]CC)=O)=[N:4][CH:5]=[CH:6][C:7]=1[C:8]#[N:9].[NH3:15]>>[NH2:1][C:2]1[C:3]([C:10]([NH2:15])=[O:12])=[N:4][CH:5]=[CH:6][C:7]=1[C:8]#[N:9]. Procedure details: A mixture of liquid ammonia (30 ml) and ethyl 3-amino-4-cyanopyridine-2-carboxylate (Preparation 11; 2.8 g, 0.0147 mol) was heated at 100° C. in an autoclave for 18 hours. The ammonia was allowed to evaporate and the resulting product crystallised from ethyl acetate to give the title compound as an off-white solid (2.2 g, 94%), m.p. >310° C. Found: C,51.84; H,3.69; N,34.30. C7H6N4O requires C,51.85; H,3.73; N,34.56%. The reactants are C(=O)(OC(C)(C)C)N\C(=N\C(=O)OC(C)(C)C)\NCC(C1=CC=CC=C1)=O ((E)-1,2-Diboc-3-(2-oxo-2-phenylethyl)guanidine), FC(C(=O)O)(F)F (trifluoroacetic acid), C1(=CC=CC=C1)C (toluene), FC(C(=O)O)(F)F (trifluoroacetic acid). The solvent is O (Water). Conditions: temperature 85 celsius, time 13.5 hour. Yields the product FC(C(=O)[O-])(F)F.NC=1NC(=C[NH+]1)C1=CC=CC=C1 (2-Amino-5-phenyl-1H-imidazol-3-ium 2,2,2-trifluoroacetate). Isolated yield 81.3%. As a reaction SMILES: C([NH:8]/[C:9](/[NH:18][CH2:19][C:20](=O)[C:21]1[CH:26]=[CH:25][CH:24]=[CH:23][CH:22]=1)=[N:10]/C(OC(C)(C)C)=O)(OC(C)(C)C)=O.C1(C)C=CC=CC=1.[F:35][C:36]([F:41])([F:40])[C:37]([OH:39])=[O:38]>O>[F:35][C:36]([F:41])([F:40])[C:37]([O-:39])=[O:38].[NH2:8][C:9]1[NH:10][C:20]([C:21]2[CH:26]=[CH:25][CH:24]=[CH:23][CH:22]=2)=[CH:19][NH+:18]=1 |f:4.5|. Procedure: To a flask charged with ketoguanidine 73 (57.9 mg, 0.153 mmol, 1 equiv) was added toluene (4 mL) and trifluoroacetic acid (120 μL, 1.53 mmol, 10.0 equiv) via syringe and the reaction mixture was heated to 85° C. After 13.5 h, the reaction mixture was allowed to cool to 23° C. and was concentrated under reduced pressure. Water (2 mL) and trifluoroacetic acid (120 μL, 1.53 mmol, 10.0 equiv) were added via syringe to the residue and the resulting mixture was heated to 85° C. After 1.5 h, the reacti... As a reaction SMILES: [CH3:27][OH:28].[CH3:3][O:4][C:5](=[O:6])[c:7]1[n:8][c:9]([NH2:25])[c:10]2[c:14]([n:15]1)[N:13]([CH2:16][c:17]1[cH:18][cH:19][cH:20][cH:21][cH:22]1)[CH:12]([O:23][CH3:24])[NH:11]2.[ClH:26].[Na+:2].[OH-:1]>>[O:4]=[C:5]([OH:6])[c:7]1[n:8][c:9]([NH2:25])[c:10]2[c:14]([n:15]1)[N:13]([CH2:16][c:17]1[cH:18][cH:19][cH:20][cH:21][cH:22]1)[CH:12]([O:23][CH3:24])[NH:11]2. Starting materials: CO, COC(=O)c1nc(N)c2c(n1)N(Cc1ccccc1)C(OC)N2, Cl, [Na+], [OH-]. The product is COC1Nc2c(N)nc(C(=O)O)nc2N1Cc1ccccc1. Reactants: Cl.N[C@@H]1[C@@H](CCCC1)C(=O)OCC (ethyl cis-2-aminocyclohexanecarboxylate hydrochloride), C(=O)(Cl)Cl (phosgene), Cl.CN1CCN(CC1)C1=NC(=NC(=C1)C1=CC=C2CCNCC2=C1)N (4-(4-methylpiperazin-1-yl)-6-(1,2,3,4-tetrahydroisoquinolin-7-yl)pyrimidin-2-amine HCl salt). Product: NC1=NC(=CC(=N1)C1=CC=C2CCN(CC2=C1)C(=O)N[C@@H]1[C@@H](CCCC1)C(=O)OCC)N1CCN(CC1)C (Ethyl cis-2-({[7-[2-amino-6-(4-methylpiperazin-1-yl)pyrimidin-4-yl]-3,4-dihydroisoquinolin-2(1H)-yl]carbonyl}amino)cyclohexanecarboxylate). As a reaction SMILES: Cl.[NH2:2][C@H:3]1[CH2:8][CH2:7][CH2:6][CH2:5][C@H:4]1[C:9]([O:11][CH2:12][CH3:13])=[O:10].[C:14](Cl)(Cl)=[O:15].Cl.[CH3:19][N:20]1[CH2:25][CH2:24][N:23]([C:26]2[CH:31]=[C:30]([C:32]3[CH:41]=[C:40]4[C:35]([CH2:36][CH2:37][NH:38][CH2:39]4)=[CH:34][CH:33]=3)[N:29]=[C:28]([NH2:42])[N:27]=2)[CH2:22][CH2:21]1>>[NH2:42][C:28]1[N:29]=[C:30]([C:32]2[CH:41]=[C:40]3[C:35]([CH2:36][CH2:37][N:38]([C:14]([NH:2][C@H:3]4[CH2:8][CH2:7][CH2:6][CH2:5][C@H:4]4[C:9]([O:11][CH2:12][CH3:13])=[O:10])=[O:15])[CH2:39]3)=[CH:34][CH:33]=2)[CH:31]=[C:26]([N:23]2[CH2:22][CH2:21][N:20]([CH3:19])[CH2:25][CH2:24]2)[N:27]=1 |f:0.1,3.4|. Reported procedure: This compound was prepared by using procedures analogous to those described for the synthesis of Example 40 starting from ethyl cis-2-aminocyclohexanecarboxylate hydrochloride (Acros Organics, Cat. #26564), phosgene and 4-(4-methylpiperazin-1-yl)-6-(1,2,3,4-tetrahydroisoquinolin-7-yl)pyrimidin-2-amine HCl salt. Analytic LCMS (M+H)+: m/z=522.3.